The task is: describe an organic reaction: reactants, conditions, products, and yield. This data is from the Open Reaction Database (ORD), a public repository of structured organic reaction records. Reaction conditions: time 90 hour. The product is C(C)(=O)N1N(C(N(C(C1)=O)C)=O)C1=CC(=C(C(=C1)Cl)C(C#N)C1=CC=C(C=C1)Cl)Cl (1-acetyl-2-[3,5-dichloro-4-[(4-chlorophenyl)cyanomethyl]phenyl]-1,6-dihydro-4-methyl-1,2,4-triazine-3,5(2H,4H)-dione). Reactants: ClC1=C(C(=CC(=C1)N1NCC(N(C1=O)C)=O)Cl)C(C#N)C1=CC=C(C=C1)Cl (2,6-dichloro-α-(4-chlorophenyl)-4-(3,4,5,6-tetrahydro-4-methyl-3,5-dioxo-1,2,4-triazin-2(1H)-yl)benzeneacetonitrile), C(C)(=O)OC(C)=O (acetic acid anhydride), CC1=CC=CC=C1 (methylbenzene). The solvent is CO (methanol). Reported procedure: A mixture of 4 parts of 2,6-dichloro-α-(4-chlorophenyl)-4-(3,4,5,6-tetrahydro-4-methyl-3,5-dioxo-1,2,4-triazin-2(1H)-yl)benzeneacetonitrile, 12 parts of acetic acid anhydride and 36 parts of methylbenzene was stirred for 90 hours at reflux temperature. After cooling, 16 parts of methanol were added. The solvent was evaporated in vacuo. The residue was stirred in water and the product was extracted with trichloromethane. The extract was dried, filtered and evaporated. The residue was purified by ... Yield: 42.9%. As a reaction SMILES: [Cl:1][C:2]1[CH:7]=[C:6]([N:8]2[C:13](=[O:14])[N:12]([CH3:15])[C:11](=[O:16])[CH2:10][NH:9]2)[CH:5]=[C:4]([Cl:17])[C:3]=1[CH:18]([C:21]1[CH:26]=[CH:25][C:24]([Cl:27])=[CH:23][CH:22]=1)[C:19]#[N:20].[C:28](OC(=O)C)(=[O:30])[CH3:29].CC1C=CC=CC=1>CO>[C:28]([N:9]1[CH2:10][C:11](=[O:16])[N:12]([CH3:15])[C:13](=[O:14])[N:8]1[C:6]1[CH:5]=[C:4]([Cl:17])[C:3]([CH:18]([C:21]2[CH:22]=[CH:23][C:24]([Cl:27])=[CH:25][CH:26]=2)[C:19]#[N:20])=[C:2]([Cl:1])[CH:7]=1)(=[O:30])[CH3:29]. Reactants: O=C1SC(C(N1)=O)=CC1=CC=C(C=C1)C1=CC(=CC=C1)NC(OC(C)(C)C)=O (tert-butyl [4′-(2,4-dioxothiazolidin-5-ylidenemethyl)biphenyl-3-yl]carbamate). Run in O1CCOCC1 (dioxane). Product: O=C1SC(C(N1)=O)CC1=CC=C(C=C1)C1=CC(=CC=C1)NC(OC(C)(C)C)=O (tert-Butyl [4′-(2,4-dioxothiazolidin-5-yl-methyl)biphenyl-3-yl]carbamate). Isolated yield 97.6%. Reaction SMILES: [O:1]=[C:2]1[NH:6][C:5](=[O:7])[C:4](=[CH:8][C:9]2[CH:14]=[CH:13][C:12]([C:15]3[CH:20]=[CH:19][CH:18]=[C:17]([NH:21][C:22](=[O:28])[O:23][C:24]([CH3:27])([CH3:26])[CH3:25])[CH:16]=3)=[CH:11][CH:10]=2)[S:3]1>O1CCOCC1>[O:1]=[C:2]1[NH:6][C:5](=[O:7])[CH:4]([CH2:8][C:9]2[CH:10]=[CH:11][C:12]([C:15]3[CH:20]=[CH:19][CH:18]=[C:17]([NH:21][C:22](=[O:28])[O:23][C:24]([CH3:26])([CH3:25])[CH3:27])[CH:16]=3)=[CH:13][CH:14]=2)[S:3]1. Reported procedure: In a manner similar to that of Example 1(g), starting with 700 mg (1.8 mmol) of tert-butyl [4′-(2,4-dioxothiazolidin-5-ylidenemethyl)biphenyl-3-yl]carbamate in 10 ml of dioxane, 700 mg (60%) of the desired product, with a melting point of 158° C., are obtained. Reactants: ice water, BrC1=C(C=NN1C1=CC=CC=C1)C(=O)O (5-bromo-1-phenyl-1H-pyrazole-4-carboxylic acid), C(=O)(N1C=NC=C1)N1C=NC=C1 (carbonyldiimidazole), C(C)N (ethylamine). The solvent is CN(C)C=O (DMF). Reaction conditions: time 2 hour. The product is BrC1=C(C=NN1C1=CC=CC=C1)C(=O)NCC (5-bromo-1-phenyl-N-ethyl-1H-pyrazole-4-carboxamide). The yield is 34.9%. RXN SMILES: [Br:1][C:2]1[N:6]([C:7]2[CH:12]=[CH:11][CH:10]=[CH:9][CH:8]=2)[N:5]=[CH:4][C:3]=1[C:13]([OH:15])=O.C(N1C=CN=C1)([N:18]1[CH:22]=[CH:21]N=C1)=O.C(N)C>CN(C=O)C>[Br:1][C:2]1[N:6]([C:7]2[CH:8]=[CH:9][CH:10]=[CH:11][CH:12]=2)[N:5]=[CH:4][C:3]=1[C:13]([NH:18][CH2:22][CH3:21])=[O:15]. Reported procedure: A solution of 2.6 g of 5-bromo-1-phenyl-1H-pyrazole-4-carboxylic acid and 2.4 g of carbonyldiimidazole in 50 ml DMF was stirred at room temperature for 30 minutes. Five milliliters of 70% aqueous ethylamine was next added to the solution and the mixture was stirred for an additional two hours at room temperature. The reaction mixture was poured into ice water and the precipitated solid was collected by filtration. The solid was recrystallized from ethanol to afford 1.0 g of 5-bromo-1-phenyl-N-et... The reactants are Cl(=O)(=O)(=O)O (perchloric acid), BrCC(=O)NC1=C(C(=O)N(C)C)C=C(C=C1)C=1C=C2C(=NC1)N(N=C2C2=C(C=CC=C2)OC)COCC[Si](C)(C)C (2-(2-bromo-acetylamino)-5-[3-(2-methoxy-phenyl)-1-(2-trimethylsilanyl-ethoxymethyl)-1H-pyrazolo[3,4-b]pyridin-5-yl]-N,N-dimethyl-benzamide), O (water). Run in C(C)(=O)O (acetic acid). Run at time 23 hour. Product: BrCC(=O)NC1=C(C(=O)N(C)C)C=C(C=C1)C=1C=C2C(=NC1)NN=C2C2=C(C=CC=C2)OC (2-(2-bromo-acetylamino)-5-[3-(2-methoxy-phenyl)-1H-pyrazolo[3,4-b]pyridin-5-yl]-N,N-dimethyl-benzamide). The yield is 68.1%. RXN SMILES: [Br:1][CH2:2][C:3]([NH:5][C:6]1[CH:16]=[CH:15][C:14]([C:17]2[CH:18]=[C:19]3[C:25]([C:26]4[CH:31]=[CH:30][CH:29]=[CH:28][C:27]=4[O:32][CH3:33])=[N:24][N:23](COCC[Si](C)(C)C)[C:20]3=[N:21][CH:22]=2)=[CH:13][C:7]=1[C:8]([N:10]([CH3:12])[CH3:11])=[O:9])=[O:4].Cl(O)(=O)(=O)=O.O>C(O)(=O)C>[Br:1][CH2:2][C:3]([NH:5][C:6]1[CH:16]=[CH:15][C:14]([C:17]2[CH:18]=[C:19]3[C:25]([C:26]4[CH:31]=[CH:30][CH:29]=[CH:28][C:27]=4[O:32][CH3:33])=[N:24][NH:23][C:20]3=[N:21][CH:22]=2)=[CH:13][C:7]=1[C:8]([N:10]([CH3:12])[CH3:11])=[O:9])=[O:4]. Procedure details: 300 mg of 2-(2-bromo-acetylamino)-5-[3-(2-methoxy-phenyl)-1-(2-trimethylsilanyl-ethoxymethyl)-1H-pyrazolo[3,4-b]pyridin-5-yl]-N,N-dimethyl-benzamide was dissolved in 5 mL of glacial acetic acid. 400 μL of 70% perchloric acid was added and the resulting solution stirred at ambient temperature for 23 h. 85 mL of water was added and the resulting precipitate filtered off and dried by suction to afford 162 mg (0.32 mmol, 68%) of 2-(2-bromo-acetylamino)-5-[3-(2-methoxy-phenyl)-1H-pyrazolo[3,4-b]pyrid... Starting materials: C1(CC1)C(=O)N1CCNCC1 (N-(Cyclopropylcarbonyl)piperazine), ClC1=NC2=CC(=C(C=C2C(=N1)N)OC)OC (2-chloro-4-amino-6,7-dimethoxyquinazoline). The product is NC1=NC(=NC2=CC(=C(C=C12)OC)OC)N1CCN(CC1)C(=O)C1CC1 (4-amino-2-[4-(cyclopropylcarbonyl)-1-piperazinyl]-6,7-dimethoxyquinazoline). As a reaction SMILES: [CH:1]1([C:4]([N:6]2[CH2:11][CH2:10][NH:9][CH2:8][CH2:7]2)=[O:5])[CH2:3][CH2:2]1.Cl[C:13]1[N:22]=[C:21]([NH2:23])[C:20]2[C:15](=[CH:16][C:17]([O:26][CH3:27])=[C:18]([O:24][CH3:25])[CH:19]=2)[N:14]=1>>[NH2:23][C:21]1[C:20]2[C:15](=[CH:16][C:17]([O:26][CH3:27])=[C:18]([O:24][CH3:25])[CH:19]=2)[N:14]=[C:13]([N:9]2[CH2:10][CH2:11][N:6]([C:4]([CH:1]3[CH2:2][CH2:3]3)=[O:5])[CH2:7][CH2:8]2)[N:22]=1. Reported procedure: N-(Cyclopropylcarbonyl)piperazine (3.08 g., 0.02 mole) and 2-chloro-4-amino-6,7-dimethoxyquinazoline (4.74 g., 0.02 mole) are reacted according to the procedure of Example 1(a). The crude product crystallized from ethanol affords analytically pure 4-amino-2-[4-(cyclopropylcarbonyl)-1-piperazinyl]-6,7-dimethoxyquinazoline, m.p. 283.5°-285.5° C. (corr.).